From a dataset of the Open Reaction Database (ORD), a public repository of structured organic reaction records. describe an organic reaction: reactants, conditions, products, and yield Reactants: ClC=1C=C(C=CC1)O (3-chlorophenol), BrC[C@H](CCl)C ((2S)-1-bromo-3-chloro-2-methylpropane). Product: ClC1=CC(=CC=C1)OC[C@H](CCl)C (1-CHLORO-3-{[(2R)-3-CHLORO-2-METHYLPROPYL]OXY}BENZENE). RXN SMILES: [Cl:1][C:2]1[CH:3]=[C:4]([OH:8])[CH:5]=[CH:6][CH:7]=1.Br[CH2:10][C@@H:11]([CH3:14])[CH2:12][Cl:13]>>[Cl:1][C:2]1[CH:7]=[CH:6][CH:5]=[C:4]([O:8][CH2:10][C@@H:11]([CH3:14])[CH2:12][Cl:13])[CH:3]=1. Reported procedure: Prepared by Procedure U and Scheme AK using 3-chlorophenol and (2S)-1-bromo-3-chloro-2-methylpropane. Starting materials: CO, O=[N+]([O-])c1ccc(C2CC(O)C2)cc1. Yields the product Nc1ccc(C2CC(O)C2)cc1. RXN SMILES: [CH3:15][OH:16].[N+:1]([O-:2])(=[O:3])[c:4]1[cH:5][cH:6][c:7]([CH:10]2[CH2:11][CH:12]([OH:14])[CH2:13]2)[cH:8][cH:9]1>>[NH2:1][c:4]1[cH:5][cH:6][c:7]([CH:10]2[CH2:11][CH:12]([OH:14])[CH2:13]2)[cH:8][cH:9]1. Starting materials: CC1=C(C(=CC=C1)NC1=CC=CC=C1)N (3-methyl-N1-phenylbenzene-1,2-diamine), C(C)(C)(C)OC(=O)N[C@@H](C(=O)O)C ((R)-2-tertbutoxycarbonylaminopropionic acid), C=1C=CC2=C(C1)N=NN2O (HOBt), CN1CCOCC1 (4-methylmorpholine), Cl.CN(CCCN=C=NCC)C (N-(3-dimethylaminopropyl)-N′-ethylcarbodiimide hydrochloride), Cl.CN(CCCN=C=NCC)C (N-(3-dimethylaminopropyl)-N′-ethylcarbodiimide hydrochloride), C(C)(C)(C)OC(=O)N[C@@H](C(=O)O)C ((R)-2-tertbutoxycarbonylaminopropionic acid), C=1C=CC2=C(C1)N=NN2O (HOBt), CN1CCOCC1 (4-methylmorpholine), Cl.CN(CCCN=C=NCC)C (N-(3-dimethylaminopropyl)-N′-ethylcarbodiimide hydrochloride), C(C)(C)(C)OC(=O)N[C@@H](C(=O)O)C ((R)-2-tertbutoxycarbonylaminopropionic acid). Solvent: C(Cl)Cl (DCM). Run at time 2 hour. Product: C(C)(C)(C)OC(N[C@H](C)C(NC1=C(C=CC=C1NC1=CC=CC=C1)C)=O)=O ([(R)-1-(2-methyl-6-phenylaminophenylcarbamoyl)ethyl]carbamic acid tertbutyl ester). Isolated yield 64.3%. Reaction SMILES: [CH3:1][C:2]1[CH:7]=[CH:6][CH:5]=[C:4]([NH:8][C:9]2[CH:14]=[CH:13][CH:12]=[CH:11][CH:10]=2)[C:3]=1[NH2:15].[C:16]([O:20][C:21]([NH:23][C@H:24]([CH3:28])[C:25](O)=[O:26])=[O:22])([CH3:19])([CH3:18])[CH3:17].C1C=CC2N(O)N=NC=2C=1.CN1CCOCC1.Cl.CN(C)CCCN=C=NCC>C(Cl)Cl>[C:16]([O:20][C:21](=[O:22])[NH:23][C@@H:24]([C:25](=[O:26])[NH:15][C:3]1[C:4]([NH:8][C:9]2[CH:10]=[CH:11][CH:12]=[CH:13][CH:14]=2)=[CH:5][CH:6]=[CH:7][C:2]=1[CH3:1])[CH3:28])([CH3:17])([CH3:18])[CH3:19] |f:4.5|. Procedure: To a solution of 3-methyl-N1-phenylbenzene-1,2-diamine (381 mg, 1.92 mmol) in anhydrous DCM (10 mL) were added (R)-2-tertbutoxycarbonylaminopropionic acid (399 mg, 2.11 mmol), HOBt (285 mg, 2.11 mmol), 4-methylmorpholine (464 μL, 4.22 mmol) and N-(3-dimethylaminopropyl)-N′-ethylcarbodiimide hydrochloride (404 mg, 2.11 mmol) and the mixture was stirred at RT for 2 h. After this period of time, additional amounts of (R)-2-tertbutoxycarbonylaminopropionic acid (145 mg, 0.77 mmol) and of N-(3-dimeth... Starting materials: BrB(Br)Br, ClCCl, COc1ccc(F)cc1C(C)(C)c1cc(F)ccc1O, O. Yields the product CC(C)(c1cc(F)ccc1O)c1cc(F)ccc1O. As a reaction SMILES: [B:1]([Br:2])([Br:3])[Br:4].[Cl:26][CH2:27][Cl:28].[F:5][c:6]1[cH:7][cH:8][c:9]([OH:24])[c:10]([C:12]([CH3:13])([CH3:14])[c:15]2[c:16]([O:22][CH3:23])[cH:17][cH:18][c:19]([F:21])[cH:20]2)[cH:11]1.[OH2:25]>>[F:5][c:6]1[cH:7][cH:8][c:9]([OH:24])[c:10]([C:12]([CH3:13])([CH3:14])[c:15]2[c:16]([OH:22])[cH:17][cH:18][c:19]([F:21])[cH:20]2)[cH:11]1.